From a dataset of the Open Reaction Database (ORD), a public repository of structured organic reaction records. describe an organic reaction: reactants, conditions, products, and yield Starting materials: CC(C)(C)OC(=O)N1CCC(N)C1, CCCCOc1ccc2c(c1-c1ncnc3c(C(=O)O)c[nH]c13)OCO2. The product is CCCCOc1ccc2c(c1-c1ncnc3c(C(=O)NC4CCN(C(=O)OC(C)(C)C)C4)c[nH]c13)OCO2. As a reaction SMILES: [C:27]([CH3:28])([CH3:29])([CH3:30])[O:31][C:32](=[O:33])[N:34]1[CH2:35][CH:36]([NH2:39])[CH2:37][CH2:38]1.[CH2:1]([CH2:2][CH2:3][CH3:4])[O:5][c:6]1[c:7](-[c:15]2[c:16]3[c:17]([n:18][cH:19][n:20]2)[c:21]([C:24](=[O:25])[OH:26])[cH:22][nH:23]3)[c:8]2[c:9]([cH:13][cH:14]1)[O:10][CH2:11][O:12]2>>[CH2:1]([CH2:2][CH2:3][CH3:4])[O:5][c:6]1[c:7](-[c:15]2[c:16]3[c:17]([n:18][cH:19][n:20]2)[c:21]([C:24](=[O:25])[NH:39][CH:36]2[CH2:35][N:34]([C:32]([O:31][C:27]([CH3:28])([CH3:29])[CH3:30])=[O:33])[CH2:38][CH2:37]2)[cH:22][nH:23]3)[c:8]2[c:9]([cH:13][cH:14]1)[O:10][CH2:11][O:12]2. Starting materials: ClC=1C=C(C=CC1)C1=CC(=C2C(=N1)CCC2)C(C2=CC=C(C=C2)CC(=O)OCC)O (ethyl 2-(4-((2-(3-chlorophenyl)-6,7-dihydro-5H-cyclopenta[b]pyridin-4-yl)(hydroxy)methyl)phenyl)acetate), N (ammonia), hydrochloride salt. Run in CO (methanol). Product: Cl.ClC=1C=C(C=CC1)C1=CC(=C2C(=N1)CCC2)C(C2=CC=C(C=C2)CC(=O)N)O (2-(4-((2-(3-Chlorophenyl)-6,7-dihydro-5H-cyclopenta[b]pyridin-4-yl)(hydroxy)methyl)phenyl)acetamide hydrochloride). The yield is 55.0%. As a reaction SMILES: [Cl:1][C:2]1[CH:3]=[C:4]([C:8]2[N:13]=[C:12]3[CH2:14][CH2:15][CH2:16][C:11]3=[C:10]([CH:17]([OH:30])[C:18]3[CH:23]=[CH:22][C:21]([CH2:24][C:25](OCC)=[O:26])=[CH:20][CH:19]=3)[CH:9]=2)[CH:5]=[CH:6][CH:7]=1.[NH3:31]>CO>[ClH:1].[Cl:1][C:2]1[CH:3]=[C:4]([C:8]2[N:13]=[C:12]3[CH2:14][CH2:15][CH2:16][C:11]3=[C:10]([CH:17]([OH:30])[C:18]3[CH:19]=[CH:20][C:21]([CH2:24][C:25]([NH2:31])=[O:26])=[CH:22][CH:23]=3)[CH:9]=2)[CH:5]=[CH:6][CH:7]=1 |f:3.4|. Procedure details: Following general procedure C, ethyl 2-(4-((2-(3-chlorophenyl)-6,7-dihydro-5H-cyclopenta[b]pyridin-4-yl)(hydroxy)methyl)phenyl)acetate (0.018 g, 0.043 mmol) was reacted with ammonia in methanol (7.0 M, 4 mL), followed by formation of the hydrochloride salt to afford the title compound (0.010 g, 55%) as a white solid. MW=429.34. 1H NMR (DMSO-d6, 500 MHz) δ 8.11-8.09 (m, 1H), 8.06 (s, 1H), 8.01-7.97 (m, 1H), 7.60-7.54 (m, 2H), 7.43 (s, 1H), 7.34 (d, J=8.0 Hz, 2H), 7.21 (d, J=8.0 Hz, 2H), 6.82 (s, ... RXN SMILES: [C:32](=[O:33])([O-:34])[O-:35].[CH3:40][N:41]([CH3:42])[CH:43]=[O:44].[Cl:21][CH2:22][c:23]1[n:24][c:25]2[c:26]([nH:27]1)[cH:28][cH:29][cH:30][cH:31]2.[Cs+:36].[Cs+:37].[I-:39].[K+:38].[OH:1][c:2]1[c:3]([C:12](=[O:13])[NH:14][C:15]([C:16](=[O:17])[OH:18])([CH3:19])[CH3:20])[cH:4][cH:5][c:6]2[cH:7][cH:8][cH:9][cH:10][c:11]12>>[O:1]([c:2]1[c:3]([C:12](=[O:13])[NH:14][C:15]([C:16](=[O:17])[OH:18])([CH3:19])[CH3:20])[cH:4][cH:5][c:6]2[cH:7][cH:8][cH:9][cH:10][c:11]12)[CH2:22][c:23]1[nH:24][c:25]2[c:26]([n:27]1)[cH:28][cH:29][cH:30][cH:31]2. The product is CC(C)(NC(=O)c1ccc2ccccc2c1OCc1nc2ccccc2[nH]1)C(=O)O. Reactants: O=C([O-])[O-], CN(C)C=O, ClCc1nc2ccccc2[nH]1, [Cs+], [Cs+], [I-], [K+], CC(C)(NC(=O)c1ccc2ccccc2c1O)C(=O)O. Reactants: C(OC(COC([C@@H](NC(=O)OC(C)(C)C)C(C)C)=O)COC([C@@H](NC(=O)OC(C)(C)C)C(C)C)=O)(OC(C)I)=O (1,3-bis(N-tert-butoxycarbonyl-L-valyloxy)-2-propyl 1-iodoethyl carbonate), CC(=O)OCC1=C(N2[C@@H]([C@@H](C2=O)NC(=O)/C(=N\OC)/C3=CSC(=N3)N)SC1)C(=O)[O-].[Na+] (cefotaxime sodium). The solvent is CN(C)C=O (N,N′-dimethylformamide). The product is S1CC=C(N2[C@H]1CC2=O)C(=O)OC(C)OC(=O)OC(COC([C@@H](NC(=O)OC(C)(C)C)C(C)C)=O)COC([C@@H](NC(=O)OC(C)(C)C)C(C)C)=O (1-[(1,3-bis(N-tert-butoxycarbonyl-L-valyloxy)-2-propoxy)carbonyloxy]ethyl 3-cephem-4-carboxylate). RXN SMILES: [C:1](=[O:40])([O:36][CH:37](I)[CH3:38])[O:2][CH:3]([CH2:20][O:21][C:22](=[O:35])[C@H:23]([CH:32]([CH3:34])[CH3:33])[NH:24][C:25]([O:27][C:28]([CH3:31])([CH3:30])[CH3:29])=[O:26])[CH2:4][O:5][C:6](=[O:19])[C@H:7]([CH:16]([CH3:18])[CH3:17])[NH:8][C:9]([O:11][C:12]([CH3:15])([CH3:14])[CH3:13])=[O:10].CC(OC[C:46]1[CH2:67][S:66][C@@H:49]2[C@H:50](NC(/C(/C3N=C(N)SC=3)=N\OC)=O)[C:51](=[O:52])[N:48]2[C:47]=1[C:68]([O-:70])=[O:69])=O.[Na+]>CN(C=O)C>[S:66]1[C@@H:49]2[CH2:50][C:51](=[O:52])[N:48]2[C:47]([C:68]([O:70][CH:37]([O:36][C:1]([O:2][CH:3]([CH2:20][O:21][C:22](=[O:35])[C@H:23]([CH:32]([CH3:34])[CH3:33])[NH:24][C:25]([O:27][C:28]([CH3:31])([CH3:30])[CH3:29])=[O:26])[CH2:4][O:5][C:6](=[O:19])[C@H:7]([CH:16]([CH3:18])[CH3:17])[NH:8][C:9]([O:11][C:12]([CH3:15])([CH3:14])[CH3:13])=[O:10])=[O:40])[CH3:38])=[O:69])=[CH:46][CH2:67]1 |f:1.2|. Procedure details: A solution of 1,3-bis(N-tert-butoxycarbonyl-L-valyloxy)-2-propyl 1-iodoethyl carbonate (0.156 mmol) and cefotaxime sodium (67.8 mg, 0.142 mmol) in 3.2 mL dry N,N′-dimethylformamide was stirred under argon for 22 h. The reaction mixture was concentrated and subjected to column chromatography (silica, 2/1 petroleum ether-ethyl acetate, and then 20/1 CH2Cl2-methanol) to yield an oil enriched in the desired product. The oil was dissolved in 10 mL ethyl acetate, washed with water, dried, and concentr... Starting materials: BrCC(C(=O)OCC)=O (ethyl bromopyruvate), CC1=NC=NC2=CC=CC=C12 (4-methylquinazoline), BrCC(C(=O)OCC)=O (ethyl bromopyruvate). The solvent is C(C)O (ethanol). The product is C(=O)(OCC)C=1C=C2N(C=NC=3C=CC=CC23)C1 (2-Carbethoxypyrrolo[1,2-c]quinazoline). As a reaction SMILES: Br[CH2:2][C:3](=O)[C:4]([O:6][CH2:7][CH3:8])=[O:5].[CH3:10][C:11]1[C:20]2[C:15](=[CH:16][CH:17]=[CH:18][CH:19]=2)[N:14]=[CH:13][N:12]=1>C(O)C>[C:4]([C:3]1[CH:10]=[C:11]2[C:20]3[CH:19]=[CH:18][CH:17]=[CH:16][C:15]=3[N:14]=[CH:13][N:12]2[CH:2]=1)([O:6][CH2:7][CH3:8])=[O:5]. Procedure: A solution of ethyl bromopyruvate (3.2g, 0.016 m) and 4-methylquinazoline (2.0g, 0.014 m) in dry ethanol (150 ml) was heated at reflux for two hours. During this time, a tan solid formed. Excess ethyl bromopyruvate was added (1.0g) and the reaction mixture was allowed to reflux overnight. After this time, the reaction was complete. The alcohol was removed in vacuo and the residue diluted with H2O. Sodium bicarbonate was added until effervescence ceased and the aqueous mixture extracted with ethe... RXN SMILES: [C:20]([CH3:21])(=[O:22])[NH:23][CH:24]([C:25](=[O:26])[O:27][CH3:28])[CH2:29][c:30]1[cH:31][nH:32][c:33]2[cH:34][cH:35][cH:36][cH:37][c:38]12.[Cl:39][C:40]1=[C:51]([Cl:52])[C:49](=[O:50])[C:46]([C:47]#[N:48])=[C:43]([C:44]#[N:45])[C:41]1=[O:42].[O:53]1[CH2:54][CH2:55][CH2:56][CH2:57]1.[nH:1]1[c:2]2[c:3]([cH:4][cH:5][cH:6][cH:7]2)[c:8]([C:9]2=[CH:18][N:12]([C:13]([O:15][CH3:16])=[O:17])[CH:10]([CH3:11])[O:14]2)[cH:19]1>>[O:14]=[C:29]([CH:24]([NH:23][C:20]([CH3:21])=[O:22])[C:25](=[O:26])[O:27][CH3:28])[c:30]1[cH:31][nH:32][c:33]2[cH:34][cH:35][cH:36][cH:37][c:38]12. Yields the product COC(=O)C(NC(C)=O)C(=O)c1c[nH]c2ccccc12. Reactants: COC(=O)C(Cc1c[nH]c2ccccc12)NC(C)=O, N#CC1=C(C#N)C(=O)C(Cl)=C(Cl)C1=O, C1CCOC1, COC(=O)N1C=C(c2c[nH]c3ccccc23)OC1C.